From a dataset of the Open Reaction Database (ORD), a public repository of structured organic reaction records. describe an organic reaction: reactants, conditions, products, and yield The reactants are CC1=C(C(=O)Cl)C(=CC(=C1)C)C (2,4,6-trimethylbenzoyl chloride), NC(C(=O)O)CC1=CC=C(C=C1)B(O)O (2-amino-3-(4-boronophenyl)propionic acid), CCN(C(C)C)C(C)C (DIPEA), C[Si](C)(C)Cl (TMSCl). Solvent: C(Cl)Cl (DCM), C(Cl)Cl (DCM), C(Cl)Cl (DCM). Reaction conditions: time 2 hour. Product: B(O)(O)C1=CC=C(C=C1)CC(C(=O)O)NC(C1=C(C=C(C=C1C)C)C)=O (3-(4-boronophenyl)-2-(2,4,6-trimethylbenzoylamino)propionic acid). As a reaction SMILES: [NH2:1][CH:2]([CH2:6][C:7]1[CH:12]=[CH:11][C:10]([B:13]([OH:15])[OH:14])=[CH:9][CH:8]=1)[C:3]([OH:5])=[O:4].CCN(C(C)C)C(C)C.C[Si](Cl)(C)C.[CH3:30][C:31]1[CH:39]=[C:38]([CH3:40])[CH:37]=[C:36]([CH3:41])[C:32]=1[C:33](Cl)=[O:34]>C(Cl)Cl>[B:13]([C:10]1[CH:11]=[CH:12][C:7]([CH2:6][CH:2]([NH:1][C:33](=[O:34])[C:32]2[C:36]([CH3:41])=[CH:37][C:38]([CH3:40])=[CH:39][C:31]=2[CH3:30])[C:3]([OH:5])=[O:4])=[CH:8][CH:9]=1)([OH:15])[OH:14]. Procedure details: 1.5 g (7.18 mmol) of 2-amino-3-(4-boronophenyl)propionic acid were suspended in 50 ml DCM and 7.4 ml (43.1 mmol) DIPEA and refluxed for 20 min together with 4.5 ml (35 mmol) TMSCl. The solution was cooled in an ice bath and a solution of 1.44 g (7.9 mmol) 2,4,6-trimethylbenzoyl chloride in 5 ml DCM were added dropwise. The reaction mixture was stirred 2 h at room temperature, diluted with 100 ml DCM and washed with 2 N aqueous HCl. During this washing some product precipitated which was collecte... RXN SMILES: O=[C:2]([CH3:21])[C:3](=[CH:6][C:7]1[C:19]2[C:18]3[C:13](=[CH:14][CH:15]=[CH:16][CH:17]=3)[C:12](=[O:20])[C:11]=2[CH:10]=[CH:9][CH:8]=1)[C:4]#[N:5].[CH:22]([O:25][C:26]1[N:31]=[C:30]([NH2:32])[N:29]=[C:28]([NH2:33])[CH:27]=1)([CH3:24])[CH3:23]>C(O)(C)C>[NH2:32][C:30]1[N:31]=[C:26]([O:25][CH:22]([CH3:24])[CH3:23])[C:27]2[CH:6]([C:7]3[C:19]4[C:18]5[C:13](=[CH:14][CH:15]=[CH:16][CH:17]=5)[C:12](=[O:20])[C:11]=4[CH:10]=[CH:9][CH:8]=3)[C:3]([C:4]#[N:5])=[C:2]([CH3:21])[NH:33][C:28]=2[N:29]=1. Solvent: C(C)(C)O (isopropanol). Reported procedure: 81 mg (0.29 mmol) of 3-oxo-2-[(9-oxo-9H-fluoren-4-yl)methylene]butanenitrile are dissolved with 50 mg (0.29 mmol) of 6-isopropoxypyrimidine-2,4-diamine in 5 ml of isopropanol and heated under reflux under argon for 6 h. The suspension is cooled and then filtered with suction, and the remaining solid is washed with isopropanol. 74 mg (59% of theory) of the title compound are obtained as a white solid. The reactants are O=C(C(C#N)=CC1=CC=CC=2C(C3=CC=CC=C3C12)=O)C (3-oxo-2-[(9-oxo-9H-fluoren-4-yl)methylene]butanenitrile), C(C)(C)OC1=CC(=NC(=N1)N)N (6-isopropoxypyrimidine-2,4-diamine). Yields the product NC=1N=C(C2=C(N1)NC(=C(C2C2=CC=CC=1C(C3=CC=CC=C3C21)=O)C#N)C)OC(C)C (2-Amino-4-isopropoxy-7-methyl-5-(9-oxo-9H-fluoren-4-yl)-5,8-dihydropyrido[2,3-d]pyrimidine-6-carbonitrile). Reactants: trifluoroamide, Cl.COC([C@H](CCCCN)NC(C(F)(F)F)=O)=O ((S)-methyl-6-amino-2-(2,2,2-trifluoroacetamido)hexanoate hydrochloride), C(C)(=O)C1=CC=C(C(=O)NCCCC[C@@H](C(=O)OC)NC(C(F)(F)F)=O)C=C1 ((S)-methyl 6-(4-acetylbenzamido)-2-(2,2,2-trifluoroacetamido)hexanoate), [OH-].[Na+] (NaOH), methyl ester. Solvent: CO (MeOH). Reaction conditions: temperature 60 celsius. The product is [Cl-].C(C)(=O)C1=CC=C(C(=O)NCCCC[C@H]([NH3+])C(=O)O)C=C1 ((S)-5-(4-acetylbenzamido)-1-carboxypentan-1-aminium chloride). RXN SMILES: [C:1]([C:4]1[CH:28]=[CH:27][C:7]([C:8]([NH:10][CH2:11][CH2:12][CH2:13][CH2:14][C@H:15]([NH:20]C(=O)C(F)(F)F)[C:16]([O:18]C)=[O:17])=[O:9])=[CH:6][CH:5]=1)(=[O:3])[CH3:2].[OH-].[Na+].[ClH:31].COC(=O)[C@@H](NC(=O)C(F)(F)F)CCCCN>CO>[Cl-:31].[C:1]([C:4]1[CH:28]=[CH:27][C:7]([C:8]([NH:10][CH2:11][CH2:12][CH2:13][CH2:14][C@@H:15]([C:16]([OH:18])=[O:17])[NH3+:20])=[O:9])=[CH:6][CH:5]=1)(=[O:3])[CH3:2] |f:1.2,3.4,6.7|. Procedure details: (S)-methyl 6-(4-acetylbenzamido)-2-(2,2,2-trifluoroacetamido)hexanoate (TU2982-136) (0.473 g) was treated 1 N aq NaOH (2.36 mL) in 10 mL MeOH at ambient temperature for 18 hours. LC-MS analysis was used to reveal the complete hydrolysis of the methyl ester, while maintaining the trifluoroamide moiety intact. The reaction was heated at 60° C. for 5 hours, at which time the amide hydrolysis was almost complete, as indicated by LC-MS analysis. The reaction mixture was cooled and concentrated under ... Reactants: O1C(=CC=C1)C1CC(C=2C(=CC=NC2C1)C)=O (7-(2-furyl)-4-methyl-5,6,7,8-tetrahydroquinolin-5-one), C1(=CC=C(C=C1)S(=O)(=O)O)C.NNC(=N)NO (1-amino-3-hydroxyguanidine p-toluenesulfonate), Cl (hydrochloric acid). Run in C(C)O (ethanol). Conditions: temperature 90 celsius, time 2 hour. The product is Cl.O1C(=CC=C1)C1CC(C=2C(=CC=NC2C1)C)=NNC(NO)=N (7-(2-furyl)-5-(1-hydroxyguanidin-3-yl)imino-4-methyl-5,6,7,8-tetrahydroquinoline hydrochloride). Reaction SMILES: [O:1]1[CH:5]=[CH:4][CH:3]=[C:2]1[CH:6]1[CH2:15][C:14]2[N:13]=[CH:12][CH:11]=[C:10]([CH3:16])[C:9]=2[C:8](=O)[CH2:7]1.C1(C)C=CC(S(O)(=O)=O)=CC=1.[NH2:29][NH:30][C:31]([NH:33][OH:34])=[NH:32].[ClH:35]>C(O)C>[ClH:35].[O:1]1[CH:5]=[CH:4][CH:3]=[C:2]1[CH:6]1[CH2:15][C:14]2[N:13]=[CH:12][CH:11]=[C:10]([CH3:16])[C:9]=2[C:8](=[N:29][NH:30][C:31](=[NH:32])[NH:33][OH:34])[CH2:7]1 |f:1.2,5.6|. Procedure: A mixture of 7-(2-furyl)-4-methyl-5,6,7,8-tetrahydroquinolin-5-one (227 mg), 1-amino-3-hydroxyguanidine p-toluenesulfonate (314 mg) and concentrated hydrochloric acid (0.1 ml) in ethanol (3 ml) was stirred at 90° C. (bath temperature) for 2 hours. The reaction solution was concentrated under reduced pressure, and to the residue were added ethyl acetate (30 ml), tetrahydrofuran (20 ml) and 0.2 N sodium hydroxide (20 ml). The mixture was shaken, and the separated upper layer was washed with 0.2 N ... Starting materials: Cc1cccnc1C1(C#N)CCN(C(=O)OC(C)(C)C)CC1, CO, [H][H]. The product is Cc1cccnc1C1(CN)CCN(C(=O)OC(C)(C)C)CC1. RXN SMILES: [C:1](#[N:2])[C:3]1([c:16]2[n:17][cH:18][cH:19][cH:20][c:21]2[CH3:22])[CH2:4][CH2:5][N:6]([C:9](=[O:10])[O:11][C:12]([CH3:13])([CH3:14])[CH3:15])[CH2:7][CH2:8]1.[CH3:25][OH:26].[H:23][H:24]>>[CH2:1]([NH2:2])[C:3]1([c:16]2[n:17][cH:18][cH:19][cH:20][c:21]2[CH3:22])[CH2:4][CH2:5][N:6]([C:9](=[O:10])[O:11][C:12]([CH3:13])([CH3:14])[CH3:15])[CH2:7][CH2:8]1.